This data is from the Open Reaction Database (ORD), a public repository of structured organic reaction records. The task is: describe an organic reaction: reactants, conditions, products, and yield Starting materials: ClCCCC#N (4-chlorobutyronitrile), [H-].[Na+] (sodium hydride), N1=CNC2=C1C=CC=C2 (benzimidazole), [H-].[Na+] (sodium hydride). Solvent: O1CCOCC1 (dioxane), O1CCOCC1 (dioxane). Reaction conditions: time 2 hour. Product: N1(C=NC2=C1C=CC=C2)CCCC#N (1H-benzimidazole-1-butanenitrile). Reaction SMILES: [N:1]1[C:5]2[CH:6]=[CH:7][CH:8]=[CH:9][C:4]=2[NH:3][CH:2]=1.[H-].[Na+].Cl[CH2:13][CH2:14][CH2:15][C:16]#[N:17]>O1CCOCC1>[N:1]1([CH2:13][CH2:14][CH2:15][C:16]#[N:17])[C:5]2[CH:6]=[CH:7][CH:8]=[CH:9][C:4]=2[N:3]=[CH:2]1 |f:1.2|. Procedure details: To a suspension of 23.6 grams of benzimidazole in 300 ml of dioxane is added 9.8 grams of a 50% dispersion of sodium hydride in mineral oil and the resulting mixture is stirred at room temperature for two hours. Then a solution of 20.7 grams of 4-chlorobutyronitrile in 100 ml of dioxane is added and the mixture is refluxed for 5 hours. An additional 3 grams of sodium hydride suspension is added and the mixture refluxed for 17 hours. The mixture is then filtered, concentrated, and washed with pet... The reactants are ClCCl (dichloromethane), C(Cl)[C@@H]1CO1 ((S)-epichlorohydrin), C1(=CC=CC=C1)O (phenol). The reagents and catalysts are C12(C(=O)CC(CC1)C2(C)C)CS(=O)(=O)O ((±) camphorsulfonic acid). Run in C(C)(C)(C)OC (tert-butylmethyl ether), C(C)(C)(C)OC (tert-butylmethyl ether). Conditions: time 1 hour. Product: ClC[C@H](COC1=CC=CC=C1)O ((S)-1-chloro-3-phenoxy-2-propanol). Isolated yield 115.8%. RXN SMILES: ClCCl.[CH2:4]([C@H:6]1[O:8][CH2:7]1)[Cl:5].[C:9]1([OH:15])[CH:14]=[CH:13][CH:12]=[CH:11][CH:10]=1>C(OC)(C)(C)C.C12(CS(O)(=O)=O)C(C)(C)C(CC1)CC2=O>[Cl:5][CH2:4][C@@H:6]([OH:8])[CH2:7][O:15][C:9]1[CH:14]=[CH:13][CH:12]=[CH:11][CH:10]=1. Procedure details: To a mixture of N′,N′-disalicylidene ethylenediaminatocobalt(II) (173 mg, 0.532 mmol) and dichloromethane (13 ml) was added (±) camphorsulfonic acid (148 mg, 0.638 mmol) and the reaction system was stirred for 1 hour while being filled with air. The reaction solution was evaporated to dryness under reduced pressure to give a crude blackish (dark) brown cobalt (III) complex. Thereto was added tert-butylmethyl ether (5 ml) to disperse the crude cobalt (III) complex and then thereto were added (S)-... The reactants are C(O)([O-])=O.[Na+] (sodium hydrogencarbonate), C1(=CC=CC=C1)P(C1=CC=CC=C1)(C1=CC=CC=C1)=O (triphenylphosphine oxide), FC(S(=O)(=O)OS(=O)(=O)C(F)(F)F)(F)F (trifluoromethanesulfonic anhydride), CC1=C2C=C(NC2=C(C=C1)NS(=O)(=O)C=1SC=CC1)C(=O)NCCSC(C1=CC=CC=C1)(C1=CC=CC=C1)C1=CC=CC=C1 (4-Methyl-7-[(2-thienylsulfonyl)amino]-N-[2-(tritylthio)ethyl]-1H-indole-2-carboxamide). Run in ClCCl (dichloromethane). Run at time 30 minute. The product is S1C(=NCC1)C=1NC2=C(C=CC(=C2C1)C)NS(=O)(=O)C=1SC=CC1 (N-[2-(4,5-Dihydro-1,3-thiazol-2-yl)-4-methyl-1H-indol-7-yl]thiophene-2-sulfonamide). Isolated yield 91.0%. As a reaction SMILES: C1(P(=O)(C2C=CC=CC=2)C2C=CC=CC=2)C=CC=CC=1.FC(F)(F)S(OS(C(F)(F)F)(=O)=O)(=O)=O.[CH3:36][C:37]1[CH:45]=[CH:44][C:43]([NH:46][S:47]([C:50]2[S:51][CH:52]=[CH:53][CH:54]=2)(=[O:49])=[O:48])=[C:42]2[C:38]=1[CH:39]=[C:40]([C:55]([NH:57][CH2:58][CH2:59][S:60]C(C1C=CC=CC=1)(C1C=CC=CC=1)C1C=CC=CC=1)=O)[NH:41]2.C(=O)([O-])O.[Na+]>ClCCl>[S:60]1[CH2:59][CH2:58][N:57]=[C:55]1[C:40]1[NH:41][C:42]2[C:38]([CH:39]=1)=[C:37]([CH3:36])[CH:45]=[CH:44][C:43]=2[NH:46][S:47]([C:50]1[S:51][CH:52]=[CH:53][CH:54]=1)(=[O:49])=[O:48] |f:3.4|. Reported procedure: A mixture of triphenylphosphine oxide (2.1 g), trifluoromethanesulfonic anhydride (0.63 mL) and dichloromethane (35 mL) was stirred for 30 min under ice-cooling. 4-Methyl-7-[(2-thienylsulfonyl)amino]-N-[2-(tritylthio)ethyl]-1H-indole-2-carboxamide (0.80 g) was added, and the mixture was stirred for 90 min under ice-cooling. The reaction mixture was poured into aqueous sodium hydrogencarbonate solution and extracted with dichloromethane. The aqueous layer was extracted with dichloromethane, and t... The reactants are ClC1=CC=C(C=C1)C1C(N(C2=C(S1)C=CC1=CC=CC=C12)CCCNC)=O (3-(4-chlorophenyl)-1-[3-(methylamino)propyl]-1H-naphtho[2,1-b][1,4]thiazin-2(3H)-one), C([O-])([O-])=O.[K+].[K+] (potassium carbonate), C(C=C)Br (allyl bromide). Run in CC(=O)C (acetone). Reaction conditions: time 8 hour. Product: C(C=C)N(C)CCCN1C2=C(SC(C1=O)C1=CC=C(C=C1)Cl)C=CC1=CC=CC=C12 (1-[3-(N-allyl-N-methylamino)propyl]-3-(4-chlorophenyl)-1H-naphtho[2,1-b][1,4]thiazin-2(3H)-one). As a reaction SMILES: [Cl:1][C:2]1[CH:7]=[CH:6][C:5]([CH:8]2[S:13][C:12]3[CH:14]=[CH:15][C:16]4[C:21]([C:11]=3[N:10]([CH2:22][CH2:23][CH2:24][NH:25][CH3:26])[C:9]2=[O:27])=[CH:20][CH:19]=[CH:18][CH:17]=4)=[CH:4][CH:3]=1.C(=O)([O-])[O-].[K+].[K+].[CH2:34](Br)[CH:35]=[CH2:36]>CC(C)=O>[CH2:34]([N:25]([CH2:24][CH2:23][CH2:22][N:10]1[C:9](=[O:27])[CH:8]([C:5]2[CH:4]=[CH:3][C:2]([Cl:1])=[CH:7][CH:6]=2)[S:13][C:12]2[CH:14]=[CH:15][C:16]3[C:21]([C:11]1=2)=[CH:20][CH:19]=[CH:18][CH:17]=3)[CH3:26])[CH:35]=[CH2:36] |f:1.2.3|. Reported procedure: To a mixture of 3-(4-chlorophenyl)-1-[3-(methylamino)propyl]-1H-naphtho[2,1-b][1,4]thiazin-2(3H)-one (1.79 g), potassium carbonate (2.18 g) and acetone (50 ml) is added allyl bromide (0.65 g) under ice cooling, and the mixture is stirred at room temperature overnight. The insoluble materials are filtered off and acetone is distilled off, and the oily residue is purified by silica gel column chromatography (eluent, chloroform:methanol=20:1) to give 1-[3-(N-allyl-N-methylamino)propyl]-3-(4-chlorop...